describe an organic reaction: reactants, conditions, products, and yield From a dataset of the Open Reaction Database (ORD), a public repository of structured organic reaction records. Reactants: C(C)(C)(C)C1=CC=C(C=C1)S(=O)(=O)NC1=NC(=NC(=C1OC1=C(C=CC(=C1)OC)Cl)CCl)N1CCOCC1 (4-tert-butyl-N-[5-(2-chloro-5-methoxy-phenoxy)-6-chloromethyl-2-(morpholin-4-yl)-pyrimidin-4-yl]-benzenesulphonamide), C(CO)(=O)[O-].[Na+] (sodium glycolate), [Na] (sodium). Run in C(CO)O (ethylene glycol). Reaction conditions: temperature 80 celsius, time 72 hour. The product is C(C)(C)(C)C1=CC=C(C=C1)S(=O)(=O)NC1=NC(=NC(=C1OC1=C(C=CC(=C1)OC)Cl)COCCO)N1CCOCC1 (4-tert-butyl-N-[5-(2-chloro-5methoxy-phenoxy)-6-(2-hydroxy-ethoxymethyl)-2-(morpholin-4-yl)-pyrimidin-4-yl]-benzenesulphonamide). As a reaction SMILES: [C:1]([C:5]1[CH:10]=[CH:9][C:8]([S:11]([NH:14][C:15]2[C:20]([O:21][C:22]3[CH:27]=[C:26]([O:28][CH3:29])[CH:25]=[CH:24][C:23]=3[Cl:30])=[C:19]([CH2:31]Cl)[N:18]=[C:17]([N:33]3[CH2:38][CH2:37][O:36][CH2:35][CH2:34]3)[N:16]=2)(=[O:13])=[O:12])=[CH:7][CH:6]=1)([CH3:4])([CH3:3])[CH3:2].[C:39]([O-])(=[O:42])[CH2:40][OH:41].[Na+].[Na]>C(O)CO>[C:1]([C:5]1[CH:6]=[CH:7][C:8]([S:11]([NH:14][C:15]2[C:20]([O:21][C:22]3[CH:27]=[C:26]([O:28][CH3:29])[CH:25]=[CH:24][C:23]=3[Cl:30])=[C:19]([CH2:31][O:41][CH2:40][CH2:39][OH:42])[N:18]=[C:17]([N:33]3[CH2:34][CH2:35][O:36][CH2:37][CH2:38]3)[N:16]=2)(=[O:12])=[O:13])=[CH:9][CH:10]=1)([CH3:3])([CH3:2])[CH3:4] |f:1.2,^1:44|. Procedure: 1 g of 4-tert-butyl-N-[5-(2-chloro-5-methoxy-phenoxy)-6-chloromethyl-2-(morpholin-4-yl)-pyrimidin-4-yl]-benzenesulphonamide was added to a sodium glycolate solution from 2.5 g of ethylene glycol and 0.12 g of sodium. The reaction mixture was stirred at 80° C. under argon for 72 hours. Thereafter, the ethylene glycol was distilled off and the residue was partitioned between ethyl acetate and 1 N hydrochloric acid. The organic phase was washed with water, dried over sodium sulphate and the solvent... Starting materials: N1(CCCC1)CCOC1=CC=C(C=C1)S(=O)[O-] (4-(2-pyrrolidin-1-yl-ethoxy)-benzenesulfinate), lithium sulfinate, C1CC(=O)N(C1=O)Cl (NCS), NCCC1=CC=C(C=C1)OC(N(C1=CC=CC=C1)C)=O (N-methyl-N-phenyl-carbamic acid 4-(2-amino-ethyl)phenyl ester), C(=O)(C(F)(F)F)O (TFA), CCN(C(C)C)C(C)C (DIPEA). Solvent: C(Cl)Cl (CH2Cl2), C(Cl)Cl (CH2Cl2). Conditions: time 16 hour. The product is N1(CCCC1)CCOC1=CC=C(C=C1)S(=O)(=O)NCCC1=CC=C(C=C1)OC(N(C1=CC=CC=C1)C)=O (Methyl-phenyl-carbamic acid 4-{2-[4-(2-pyrrolidin-1-yl-ethoxy)-benzenesulfonylamino]-ethyl}-phenyl ester). RXN SMILES: [N:1]1([CH2:6][CH2:7][O:8][C:9]2[CH:14]=[CH:13][C:12]([S:15]([O-:17])=[O:16])=[CH:11][CH:10]=2)[CH2:5][CH2:4][CH2:3][CH2:2]1.C1C(=O)N(Cl)C(=O)C1.[NH2:26][CH2:27][CH2:28][C:29]1[CH:34]=[CH:33][C:32]([O:35][C:36](=[O:45])[N:37]([CH3:44])[C:38]2[CH:43]=[CH:42][CH:41]=[CH:40][CH:39]=2)=[CH:31][CH:30]=1.C(O)(C(F)(F)F)=O.CCN(C(C)C)C(C)C>C(Cl)Cl>[N:1]1([CH2:6][CH2:7][O:8][C:9]2[CH:14]=[CH:13][C:12]([S:15]([NH:26][CH2:27][CH2:28][C:29]3[CH:30]=[CH:31][C:32]([O:35][C:36](=[O:45])[N:37]([CH3:44])[C:38]4[CH:39]=[CH:40][CH:41]=[CH:42][CH:43]=4)=[CH:33][CH:34]=3)(=[O:17])=[O:16])=[CH:11][CH:10]=2)[CH2:5][CH2:4][CH2:3][CH2:2]1. Procedure details: To a stirred solution of 1-[2-(4-bromo-phenoxy)-ethyl]-pyrrolidine (6.72 g, 25 mmol) in THF (45 mL) was added dropwise 1.6 M solution in hexanes n-BuLi (14 mL, 22.4 mmol) over a 5-min period at −78° C. The mixture was stirred at −78° C. for 15 min. Then gaseous sulphur dioxide (ca. 6 g) was added causing an immediate precipitation. The mixture was allowed to warm to room temperature and stirred for 1 h. The precipitated lithium sulfinate was isolated by filtration under N2 (g), washed with THF (... The reactants are CCCC[N+](CCCC)(CCCC)CCCC.[F-] (TBAF), C1(=CC=CC=C1)C1(CCCCC1)CCC(=O)O (3-(1-phenylcyclohexyl)propanoic acid), O\N=C(/N)\C1=CC=C(CN2CC(C2)C(=O)OC(C)(C)C)C=C1 ((Z)-tert-butyl 1-(4-(N′-hydroxycarbamimidoyl)benzyl)azetidine-3-carboxylate), O\N=C(/N)\C1=CC=C(CN2CC(C2)C(=O)OC(C)(C)C)C=C1 ((Z)-tert-butyl 1-(4-(N′-hydroxycarbamimidoyl)benzyl)azetidine-3-carboxylate), C(C)(C)N=C=NC(C)C (1,3-diisopropylcarbodiimide). Run in C(C)#N (acetonitrile), CCOC(=O)C (EtOAc). Conditions: time 90 minute. Product: C1(=CC=CC=C1)C1(CCCCC1)CCC1=NC(=NO1)C1=CC=C(CN2CC(C2)C(=O)OC(C)(C)C)C=C1 (tert-butyl 1-(4-(5-(2-(1-phenylcyclohexyl)ethyl)-1,2,4-oxadiazol-3-yl)benzyl)azetidine-3-carboxylate). As a reaction SMILES: [C:1]1([C:7]2([CH2:13][CH2:14][C:15]([OH:17])=O)[CH2:12][CH2:11][CH2:10][CH2:9][CH2:8]2)[CH:6]=[CH:5][CH:4]=[CH:3][CH:2]=1.O/[N:19]=[C:20](/[C:22]1[CH:39]=[CH:38][C:25]([CH2:26][N:27]2[CH2:30][CH:29]([C:31]([O:33][C:34]([CH3:37])([CH3:36])[CH3:35])=[O:32])[CH2:28]2)=[CH:24][CH:23]=1)\[NH2:21].C(N=C=NC(C)C)(C)C.CCCC[N+](CCCC)(CCCC)CCCC.[F-]>C(#N)C.CCOC(C)=O>[C:1]1([C:7]2([CH2:13][CH2:14][C:15]3[O:17][N:21]=[C:20]([C:22]4[CH:23]=[CH:24][C:25]([CH2:26][N:27]5[CH2:28][CH:29]([C:31]([O:33][C:34]([CH3:35])([CH3:37])[CH3:36])=[O:32])[CH2:30]5)=[CH:38][CH:39]=4)[N:19]=3)[CH2:8][CH2:9][CH2:10][CH2:11][CH2:12]2)[CH:2]=[CH:3][CH:4]=[CH:5][CH:6]=1 |f:3.4|. Procedure: To a stirred solution of the 3-(1-phenylcyclohexyl)propanoic acid (0.118 g, 0.508 mmol) and the (Z)-tert-butyl 1-(4-(N′-hydroxycarbamimidoyl)benzyl)azetidine-3-carboxylate (Intermediate 1, 0.155 g, 0.508 mmol) in acetonitrile (5.0 mL) at room temperature was added the 1,3-diisopropylcarbodiimide (0.095 mL, 0.609 mmol). The stirring was continued at room temperature and followed by LC/MS. After 90 min., TBAF (0.609 mL, 0.609 mmol) was added to the reaction. The reaction was found to be over after... Reagents/catalysts: [Ni] (Raney nickel). Solvent: C(C)O (ethanol). Reaction conditions: temperature 40 celsius, time 30 minute. The reactants are ClC1=CC(=C(C=C1Cl)NC1CCN(CC1)C1CCOCC1)[N+](=O)[O-] (N-(4,5-Dichloro-2-nitrophenyl)-1-(tetrahydro-2H-pyran-4-yl)-4-piperidinamine), O.NN (hydrazine monohydrate). Yields the product ClC1=CC(=C(C=C1Cl)NC1CCN(CC1)C1CCOCC1)N (N-(4,5-Dichloro-2-aminophenyl)-1-(tetrahydro-2H-pyran-4-yl)-4-piperidinamine). RXN SMILES: [Cl:1][C:2]1[C:7]([Cl:8])=[CH:6][C:5]([NH:9][CH:10]2[CH2:15][CH2:14][N:13]([CH:16]3[CH2:21][CH2:20][O:19][CH2:18][CH2:17]3)[CH2:12][CH2:11]2)=[C:4]([N+:22]([O-])=O)[CH:3]=1.O.NN>C(O)C.[Ni]>[Cl:1][C:2]1[C:7]([Cl:8])=[CH:6][C:5]([NH:9][CH:10]2[CH2:15][CH2:14][N:13]([CH:16]3[CH2:17][CH2:18][O:19][CH2:20][CH2:21]3)[CH2:12][CH2:11]2)=[C:4]([NH2:22])[CH:3]=1 |f:1.2|. Procedure: N-(4,5-Dichloro-2-nitrophenyl)-1-(tetrahydro-2H-pyran-4-yl)-4-piperidinamine (D38) (320 mg) was dissolved in ethanol (20 ml) and Raney nickel (50% aqueous suspension, 0.5 ml) was added at room temperature; the mixture was heated to 40° C. and hydrazine monohydrate (0.4 ml) was added over 20 min. After 30 min more, the reaction mixture was cooled to room temperature, filtered through Celite and the solvent was evaporated. Chromatography on silica gel eluting with methanol-dichloromethane mixtures... Yield: 94.5%. Procedure: A solution of 11β-(acetyloxy)-17,17-bis-(ethylthio)-9-fluoro-16α-hydroxyandrosta-1,4-dien-3-one (100 mg, 0.207 mmole) in a mixture of dry dimethylsulfoxide (2.0 ml), acetic anhydride (0.7 ml) and acetic acid (0.1 ml) was left standing at room temperature for 18 hours. The mixture was then added to water and was extracted with chloroform. The chloroform solution was washed with water, dried (MgSO4) and evaporated to afford the title compound (94 mg) as a solid. Starting materials: C(C)(=O)O[C@@H]1[C@@]2([C@]3(C=CC(C=C3CC[C@H]2[C@@H]2C[C@H](C([C@@]2(C)C1)(SCC)SCC)O)=O)C)F (11β-(acetyloxy)-17,17-bis-(ethylthio)-9-fluoro-16α-hydroxyandrosta-1,4-dien-3-one), CS(=O)C (dimethylsulfoxide), C(C)(=O)OC(C)=O (acetic anhydride), C(C)(=O)O (acetic acid). Product: C(C)(=O)O[C@@H]1[C@@]2([C@]3(C=CC(C=C3CC[C@H]2[C@@H]2CC(C([C@@]2(C)C1)(SCC)SCC)=O)=O)C)F (11β-(Acetyloxy)-17,17-bis(ethylthio)-9-fluoroandrosta-1,4-diene-3,16-dione). Run in O (water). Conditions: time 18 hour. Reaction SMILES: [C:1]([O:4][C@H:5]1[CH2:22][C@@:20]2([CH3:21])[C@@H:16]([CH2:17][C@@H:18]([OH:29])[C:19]2([S:26][CH2:27][CH3:28])[S:23][CH2:24][CH3:25])[C@H:15]2[C@@:6]1([F:32])[C@:7]1([CH3:31])[C:12]([CH2:13][CH2:14]2)=[CH:11][C:10](=[O:30])[CH:9]=[CH:8]1)(=[O:3])[CH3:2].CS(C)=O.C(OC(=O)C)(=O)C.C(O)(=O)C>O>[C:1]([O:4][C@H:5]1[CH2:22][C@@:20]2([CH3:21])[C@@H:16]([CH2:17][C:18](=[O:29])[C:19]2([S:23][CH2:24][CH3:25])[S:26][CH2:27][CH3:28])[C@H:15]2[C@@:6]1([F:32])[C@:7]1([CH3:31])[C:12]([CH2:13][CH2:14]2)=[CH:11][C:10](=[O:30])[CH:9]=[CH:8]1)(=[O:3])[CH3:2]. Starting materials: OC1=C(C=CC(=C1)O)C(CC1=CC(=C(C=C1)OC)OC)=O (1-(2,4-dihydroxyphenyl)-2-(3,4-dimethoxy-phenyl)-ethanone), B(F)(F)F.CCOCC (boron trifluoride diethyl etherate), CS(=O)(=O)Cl (methanesulfonyl chloride), O (water). Solvent: CN(C)C=O (DMF), CN(C)C=O (DMF). The product is COC=1C=C(C=CC1OC)C1=COC2=CC(=CC=C2C1=O)O (3-(3,4-dimethoxyphenyl)-7-hydroxychromen-4-one). Reaction SMILES: B(F)(F)F.[CH3:5]COCC.CS(Cl)(=O)=O.O.[OH:16][C:17]1[CH:22]=[C:21]([OH:23])[CH:20]=[CH:19][C:18]=1[C:24](=[O:36])[CH2:25][C:26]1[CH:31]=[CH:30][C:29]([O:32][CH3:33])=[C:28]([O:34][CH3:35])[CH:27]=1>CN(C=O)C>[CH3:35][O:34][C:28]1[CH:27]=[C:26]([C:25]2[C:24](=[O:36])[C:18]3[C:17](=[CH:22][C:21]([OH:23])=[CH:20][CH:19]=3)[O:16][CH:5]=2)[CH:31]=[CH:30][C:29]=1[O:32][CH3:33] |f:0.1|. Procedure: In a similar manner to Example 2.1 above, 1-(2,4-dihydroxyphenyl)-2-(3,4-dimethoxy-phenyl)-ethanone dissolved in DMF had added boron trifluoride diethyl etherate followed by methanesulfonyl chloride in DMF. Addition of water to the reaction mixture afforded 3-(3,4-dimethoxyphenyl)-7-hydroxychromen-4-one. Reactants: NC=1N=NC(=CC1)Cl (3-amino-6-chloropyridazine), C(C)OC(CBr)OCC (Bromoacetaldehyde diethylacetal), Br (hydrobromic acid), C([O-])(O)=O.[Na+] (sodium bicarbonate). The solvent is C(C)(C)O (isopropanol). Conditions: time 3 minute. Yields the product ClC=1C=CC=2N(N1)C=CN2 (6-chloroimidazo[1,2-b]pyridazine). Yield: 86.0%. As a reaction SMILES: C(OC(O[CH2:8][CH3:9])CBr)C.Br.C(=O)(O)[O-].[Na+].[NH2:16][C:17]1[N:18]=[N:19][C:20]([Cl:23])=[CH:21][CH:22]=1>C(O)(C)C>[Cl:23][C:20]1[CH:21]=[CH:22][C:17]2[N:18]([CH:8]=[CH:9][N:16]=2)[N:19]=1 |f:2.3|. Procedure details: Bromoacetaldehyde diethylacetal (13.7 g, 69.5 mmol, 1.8 equiv) was added to hydrobromic acid (4.0 mL) and heated to reflux for 1.5 h. The reaction mixture was cooled to rt then poured into a reaction flask containing excess sodium bicarbonate in isopropanol. The solution was stirred for 3 min and then filtered. To the mother liquor was added 3-amino-6-chloropyridazine (5.0 g, 38.6 mmol, 1.0 equiv) and heated to reflux for 2 h. The reaction mixture was quenched with water and extracted with ethyl... The reactants are COC=1C=C(CN2C(C(CC2)(CC2=CC=C(C=C2)F)CCCN2CCC(CC2)NC2=NC3=C(N2CC2=CC=C(C=C2)F)C=CC=C3)=O)C=C(C1OC)OC (1-(3,4,5-trimethoxybenzyl)-3-(3-(4-(1-(4-fluorobenzyl)-1H-benzimidazol-2-yl-amino)piperidin-1-yl)propyl)-3-(4-fluorophenylmethyl)-2-oxopyrrolidine), CS(=O)(=O)O (methanesulfonic acid). Yields the product CS(=O)(=O)O.COC=1C=C(CN2C(C(CC2)(CC2=CC=C(C=C2)F)CCCN2CCC(CC2)NC2=NC3=C(N2CC2=CC=C(C=C2)F)C=CC=C3)=O)C=C(C1OC)OC (1-(3,4,5-trimethoxybenzyl)-3-(3-(4-(1-(4-fluorobenzyl)-1H-benzimidazol-2-yl-amino)piperidin-1-yl)propyl)-3-(4-fluorophenylmethyl)-2-oxopyrrolidine methanesulfonic acid salt). Reaction SMILES: [CH3:1][O:2][C:3]1[CH:4]=[C:5]([CH:48]=[C:49]([O:53][CH3:54])[C:50]=1[O:51][CH3:52])[CH2:6][N:7]1[CH2:11][CH2:10][C:9]([CH2:20][CH2:21][CH2:22][N:23]2[CH2:28][CH2:27][CH:26]([NH:29][C:30]3[N:34]([CH2:35][C:36]4[CH:41]=[CH:40][C:39]([F:42])=[CH:38][CH:37]=4)[C:33]4[CH:43]=[CH:44][CH:45]=[CH:46][C:32]=4[N:31]=3)[CH2:25][CH2:24]2)([CH2:12][C:13]2[CH:18]=[CH:17][C:16]([F:19])=[CH:15][CH:14]=2)[C:8]1=[O:47].[CH3:55][S:56]([OH:59])(=[O:58])=[O:57]>>[CH3:55][S:56]([OH:59])(=[O:58])=[O:57].[CH3:1][O:2][C:3]1[CH:4]=[C:5]([CH:48]=[C:49]([O:53][CH3:54])[C:50]=1[O:51][CH3:52])[CH2:6][N:7]1[CH2:11][CH2:10][C:9]([CH2:20][CH2:21][CH2:22][N:23]2[CH2:24][CH2:25][CH:26]([NH:29][C:30]3[N:34]([CH2:35][C:36]4[CH:37]=[CH:38][C:39]([F:42])=[CH:40][CH:41]=4)[C:33]4[CH:43]=[CH:44][CH:45]=[CH:46][C:32]=4[N:31]=3)[CH2:27][CH2:28]2)([CH2:12][C:13]2[CH:18]=[CH:17][C:16]([F:19])=[CH:15][CH:14]=2)[C:8]1=[O:47] |f:2.3|. Procedure details: Prepare by the method of Example 109.2 using 1-(3,4,5-trimethoxybenzyl)-3-(3-(4-(1-(4-fluorobenzyl)-1H-benzimidazol-2-yl-amino)piperidin-1-yl)propyl)-3-(4-fluorophenylmethyl)-2-oxopyrrolidine and methanesulfonic acid to give the title compound: Rf=0.45 (silica gel, 2% triethylamine/10% methanol/ethyl acetate).